Task: describe an organic reaction: reactants, conditions, products, and yield. Dataset: the Open Reaction Database (ORD), a public repository of structured organic reaction records Solvent: C1CCOC1 (THF), C1CCOC1 (THF). Reactants: S1C=CC=2C=NC=CC21 (thieno[3,2-c]pyridine), C(CCC)[Li] (n-butyllithium), C(CCC)[Sn](Cl)(CCCC)CCCC (tributylchlorostannane), C(=O)(O)[O-].[Na+] (NaHCO3). Run at temperature -78 celsius, time 60 minute. RXN SMILES: [S:1]1[C:9]2[CH:8]=[CH:7][N:6]=[CH:5][C:4]=2[CH:3]=[CH:2]1.C([Li])CCC.[CH2:15]([Sn:19]([CH2:25][CH2:26][CH2:27][CH3:28])([CH2:21][CH2:22][CH2:23][CH3:24])Cl)[CH2:16][CH2:17][CH3:18].C([O-])(O)=O.[Na+]>C1COCC1>[CH2:25]([Sn:19]([CH2:15][CH2:16][CH2:17][CH3:18])([CH2:21][CH2:22][CH2:23][CH3:24])[C:2]1[S:1][C:9]2[CH:8]=[CH:7][N:6]=[CH:5][C:4]=2[CH:3]=1)[CH2:26][CH2:27][CH3:28] |f:3.4|. The yield is 66.9%. Procedure details: To a cold (−78° C.) solution of thieno[3,2-c]pyridine (2.000 g, 14.79 mmol) in anhydrous THF (50 mL) was added n-butyllithium (10.17 mL, 16.27 mmol) dropwise. The reaction mixture was stirred at −78° C. for 60 minutes. A solution of tributylchlorostannane (4.79 mL, 17.75 mmol) in anhydrous THF (10 mL) was added. The reaction mixture was stirred at −78° C. for 30 minutes and the solution was allowed to warm to room temperature over a period of 2 to 3 hours. Saturated aqueous NaHCO3 was added. The... Product: C(CCC)[Sn](C1=CC=2C=NC=CC2S1)(CCCC)CCCC (2-(Tributylstannyl)thieno[3,2-c]pyridine).